This data is from the Open Reaction Database (ORD), a public repository of structured organic reaction records. The task is: describe an organic reaction: reactants, conditions, products, and yield Procedure: Compound 36 from above was dissolved in CH2Cl2 (30 mL) and the mixture was cooled to 0° C. 3,4-dihydro-2H-pyran was added (0.42 g, 5.0 mmol), followed by P-toluenesulfonic acid monohydrate (50 mg, 0.2 mmol). The solution was stirred at room temperature for 2 h, poured into saturated aqueous NaHCO3, and extracted with CH2Cl2. The solution was dried over MgSO4, filtered, and concentrated, and the residue was chromatographed on silica gel to afford 0.4 g (36%) of 37 as a viscous oil. 1H NMR (CDCl3)... The reactants are C(=O)(O)[O-].[Na+] (NaHCO3), OC(CCC1=C(C=C2OC(C=C21)=O)O)C2CC1=CC=CC=C1C2 (4-[3-hydroxy-3-(2-indanyl)propyl]-5-hydroxy-2H-cyclopenta[b]furan-2-one), P-toluenesulfonic acid monohydrate, O1CCCC=C1 (3,4-dihydro-2H-pyran). Reaction conditions: temperature 0 celsius, time 2 hour. The product is C1C(CC2=CC=CC=C12)C(CCC1C(CC2OC(CC21)=O)OC2OCCCC2)OC2OCCCC2 (4-[3-(2-indanyl)-3-(tetrahydropyran-2-yloxy)propyl]-5-(tetrahydropyran-2-yloxy)-hexahydro-2H-cyclopenta[b]furan-2-one). RXN SMILES: [OH:1][CH:2]([CH:15]1[CH2:23][C:22]2[C:17](=[CH:18][CH:19]=[CH:20][CH:21]=2)[CH2:16]1)[CH2:3][CH2:4][C:5]1[C:12]2[C:8]([O:9][C:10](=[O:13])[CH:11]=2)=[CH:7][C:6]=1[OH:14].[O:24]1[CH:29]=[CH:28][CH2:27][CH2:26][CH2:25]1.[C:30]([O-:33])(O)=O.[Na+]>C(Cl)Cl>[CH2:16]1[C:17]2[C:22](=[CH:21][CH:20]=[CH:19][CH:18]=2)[CH2:23][CH:15]1[CH:2]([O:1][CH:4]1[CH2:3][CH2:2][CH2:15][CH2:30][O:33]1)[CH2:3][CH2:4][CH:5]1[CH:12]2[CH:8]([O:9][C:10](=[O:13])[CH2:11]2)[CH2:7][CH:6]1[O:14][CH:29]1[CH2:28][CH2:27][CH2:26][CH2:25][O:24]1 |f:2.3|. Run in C(Cl)Cl (CH2Cl2). The yield is 36.0%.